Dataset: the Open Reaction Database (ORD), a public repository of structured organic reaction records. Task: describe an organic reaction: reactants, conditions, products, and yield Reactants: Cl (hydrochloric acid), C(C)OC(COC1=C(C2=CC=C(C=C2C=C1)Br)Br)=O ((1,6-dibromo-naphthalen-2-yloxy)-acetic acid ethyl ester), S1C(=CC2=C1C=CC=C2)B(O)O (benzothiophene-2-boronic acid), C([O-])([O-])=O.[K+].[K+] (potassium carbonate). Reagents/catalysts: [Br-].C(CCC)[N+](CCCC)(CCCC)CCCC (tetrabutylammonium bromide), C(C)(=O)[O-].[Pd+2].C(C)(=O)[O-] (palladium (II) acetate). The solvent is O (water), C1CCOC1 (THF). Conditions: temperature 70 celsius. The product is C(C)OC(COC1=C(C2=CC=C(C=C2C=C1)C1=CC2=C(S1)C=CC=C2)Br)=O ((6-benzo[b]thiophen-2-yl-1-bromo-naphthalen-2-yloxy)-acetic acid ethyl ester). Yield: 41.5%. RXN SMILES: [CH2:1]([O:3][C:4](=[O:19])[CH2:5][O:6][C:7]1[CH:16]=[CH:15][C:14]2[C:9](=[CH:10][CH:11]=[C:12](Br)[CH:13]=2)[C:8]=1[Br:18])[CH3:2].[S:20]1[C:24]2[CH:25]=[CH:26][CH:27]=[CH:28][C:23]=2[CH:22]=[C:21]1B(O)O.C(=O)([O-])[O-].[K+].[K+].Cl>[Br-].C([N+](CCCC)(CCCC)CCCC)CCC.O.C1COCC1.C([O-])(=O)C.[Pd+2].C([O-])(=O)C>[CH2:1]([O:3][C:4](=[O:19])[CH2:5][O:6][C:7]1[CH:16]=[CH:15][C:14]2[C:9](=[CH:10][CH:11]=[C:12]([C:21]3[S:20][C:24]4[CH:25]=[CH:26][CH:27]=[CH:28][C:23]=4[CH:22]=3)[CH:13]=2)[C:8]=1[Br:18])[CH3:2] |f:2.3.4,6.7,10.11.12|. Procedure: A mixture of (1,6-dibromo-naphthalen-2-yloxy)-acetic acid ethyl ester (6.9 g, 18 mmol), benzothiophene-2-boronic acid (4.78 g, 26.8 mmol) in two portions, palladium (II) acetate (0.11 g, 0.49 mmol), potassium carbonate (6.2 g, 45 mmol), tetrabutylammonium bromide (5.8 g, 18 mmol) in water (90 mL) and THF (35 mL) was heated at 70° C. for 3.5 hours. The reaction mixture was allowed to cool to ambient temperature and then poured into excess 2N hydrochloric acid. It was extracted with chloroform. Th... The yield is 75.2%. Yields the product N[C@H](C(=O)N([C@H](C(OCC)OCC)C)CC=1C2=C(SC1)C=CC=C2)C ((S)-2-amino-N-(benzo[b]thiophen-3-ylmethyl)-N—((S)-1,1-diethoxypropan-2-yl)propanamide). RXN SMILES: [S:1]1[CH:5]=[C:4]([CH2:6][N:7]([C@@H:30]([CH3:38])[CH:31]([O:35][CH2:36][CH3:37])[O:32][CH2:33][CH3:34])[C:8](=[O:29])[C@@H:9]([NH:11]C(=O)OCC2C3C=CC=CC=3C3C2=CC=CC=3)[CH3:10])[C:3]2[CH:39]=[CH:40][CH:41]=[CH:42][C:2]1=2.N1CCCCC1.CC(=O)OCC.CO>C(Cl)Cl>[NH2:11][C@@H:9]([CH3:10])[C:8]([N:7]([CH2:6][C:4]1[C:3]2[CH:39]=[CH:40][CH:41]=[CH:42][C:2]=2[S:1][CH:5]=1)[C@@H:30]([CH3:38])[CH:31]([O:35][CH2:36][CH3:37])[O:32][CH2:33][CH3:34])=[O:29]. Run in C(Cl)Cl (DCM), C(Cl)Cl (DCM), C(Cl)Cl (DCM). The reactants are CC(OCC)=O (EA), CO (MeOH), S1C2=C(C(=C1)CN(C([C@H](C)NC(OCC1C3=CC=CC=C3C=3C=CC=CC13)=O)=O)[C@H](C(OCC)OCC)C)C=CC=C2 ((9H-Fluoren-9-yl)methyl (S)-1-((benzo[b]thiophen-3-ylmethyl)((S)-1,1-diethoxypropan-2-yl)amino)-1-oxopropan-2-ylcarbamate), N1CCCCC1 (piperidine). Procedure: (9H-Fluoren-9-yl)methyl (S)-1-((benzo[b]thiophen-3-ylmethyl)((S)-1,1-diethoxypropan-2-yl)amino)-1-oxopropan-2-ylcarbamate (Compound III-12) 15.8 g (27 mmol) and piperidine 22.7 g (270 mmol) were added in DCM (90 ml). The mixture was stirred for 1.5 h at room temperature. The mixture was diluted with DCM (200 ml) and washed with water (150 ml×3). The solution was concentrated in vacuo. The residue was purified by column chromatography on silica gel with PE:EA=50:1 to DCM:MeOH=10:1 to give the tit... Reaction conditions: time 1.5 hour. Starting materials: [BH4-], COC(=O)CC(c1ccccc1)C(C#N)C(=O)OC, CO, Cl, Cl[Co]Cl, [Na+]. Yields the product COC(=O)C1CNC(=O)CC1c1ccccc1. RXN SMILES: [BH4-:20].[C:1](#[N:2])[CH:3]([C:4](=[O:5])[O:6][CH3:7])[CH:8]([CH2:9][C:10](=[O:11])[O:12][CH3:13])[c:14]1[cH:15][cH:16][cH:17][cH:18][cH:19]1.[CH3:23][OH:24].[ClH:22].[Co:25]([Cl:26])[Cl:27].[Na+:21]>>[CH2:1]1[NH:2][C:10](=[O:11])[CH2:9][CH:8]([c:14]2[cH:15][cH:16][cH:17][cH:18][cH:19]2)[CH:3]1[C:4](=[O:5])[O:6][CH3:7].